From a dataset of the Open Reaction Database (ORD), a public repository of structured organic reaction records. describe an organic reaction: reactants, conditions, products, and yield Reactants: C(CCCCCC)OC1=C(C(=NC=C1)COC(C)=O)C (4-heptyloxy-2-acetoxymethyl-3-methylpyridine), aqueous solution, [OH-].[Na+] (sodium hydroxide). Yields the product C(CCCCCC)OC1=C(C(=NC=C1)CO)C (4-heptyloxy-2-hydroxymethyl-3-methylpyridine). Isolated yield 92.9%. RXN SMILES: [CH2:1]([O:8][C:9]1[CH:14]=[CH:13][N:12]=[C:11]([CH2:15][O:16]C(=O)C)[C:10]=1[CH3:20])[CH2:2][CH2:3][CH2:4][CH2:5][CH2:6][CH3:7].[OH-].[Na+]>>[CH2:1]([O:8][C:9]1[CH:14]=[CH:13][N:12]=[C:11]([CH2:15][OH:16])[C:10]=1[CH3:20])[CH2:2][CH2:3][CH2:4][CH2:5][CH2:6][CH3:7] |f:1.2|. Procedure details: 19.0 g (0.068 mol, 1.0 eq.) of 4-heptyloxy-2-acetoxymethyl-3-methylpyridine was added dropwise to a 25% aqueous solution of sodium hydroxide at 13 to 25° C., and the mixture was allowed to react for one hour at room temperature, and then extracted with chloroform. The extract was washed with water, dried over anhydrous magnesium sulfate, and then concentrated to dryness, to obtain 15.0 g of 4-heptyloxy-2-hydroxymethyl-3-methylpyridine as a brown oily matter (yield 92.9%). Reactants: BrCCO (2-bromoethanol), Cl.FC1=CC2=C(C(=NO2)C2CCNCC2)C=C1 (4-(6-Fluoro-1,2-benzisoxazol-3-yl)piperidine, hydrochloride), BrCCO (2-bromoethanol), C([O-])([O-])=O.[K+].[K+] (potassium carbonate). Solvent: CC(=O)C (acetone). Product: [OH-].[NH4+] (ammonium hydroxide), FC1=CC2=C(C(=NO2)C2CCN(CC2)CCO)C=C1 (2-[4(6-fluoro-1,2-benzisoxazol-3-yl)piperidino]ethanol). Isolated yield 166.5%. As a reaction SMILES: Cl.[F:2][C:3]1[CH:17]=[CH:16][C:6]2[C:7]([CH:10]3[CH2:15][CH2:14][NH:13][CH2:12][CH2:11]3)=[N:8][O:9][C:5]=2[CH:4]=1.Br[CH2:19][CH2:20][OH:21].C(=O)([O-])[O-].[K+].[K+]>CC(C)=O>[OH-:9].[NH4+:8].[F:2][C:3]1[CH:17]=[CH:16][C:6]2[C:7]([CH:10]3[CH2:11][CH2:12][N:13]([CH2:19][CH2:20][OH:21])[CH2:14][CH2:15]3)=[N:8][O:9][C:5]=2[CH:4]=1 |f:0.1,3.4.5,7.8|. Reported procedure: 4-(6-Fluoro-1,2-benzisoxazol-3-yl)piperidine, hydrochloride (2.6 g, 10 mmol), 2-bromoethanol (1.3 ml, 15 mmol) and potassium carbonate (4.1 g, 30 mmol) in 25 ml dry acetone were refluxed for two hours and then stirred at 60° C. for 16 h, whereupon extra 0.4 ml (5 mmol) 2-bromoethanol was added. The mixture was then refluxed for 4 h, cooled to room temperature, concentrated in vacuo and taken up in water and methylene chloride. The organic phase was washed with water and saturated sodium chloride... Reactants: C(C)(C)(C)OC(=O)N1CCC2=C(CC1)C(=C(C=C2)Cl)SCC2=CC=C(C=C2)C(=O)O (3-tert-butoxycarbonyl-6-(4-carboxybenzylthio)-7-chloro-2,3,4,5-tetrahydro-1H-benzo[d]azepine), B (borane). Solvent: C1CCOC1 (THF), C1CCOC1 (THF). Reaction conditions: time 2.5 hour. The product is C(C)(C)(C)OC(=O)N1CCC2=C(CC1)C(=C(C=C2)Cl)SCC2=CC=C(C=C2)CO (3-tert-Butoxycarbonyl-7-chloro-6-(4-hydroxymethyl-benzylthio)-2,3,4,5-tetrahydro-1H-benzo[d]azepine). Yield: 54.2%. RXN SMILES: [C:1]([O:5][C:6]([N:8]1[CH2:14][CH2:13][C:12]2[C:15]([S:20][CH2:21][C:22]3[CH:27]=[CH:26][C:25]([C:28](O)=[O:29])=[CH:24][CH:23]=3)=[C:16]([Cl:19])[CH:17]=[CH:18][C:11]=2[CH2:10][CH2:9]1)=[O:7])([CH3:4])([CH3:3])[CH3:2].B>C1COCC1>[C:1]([O:5][C:6]([N:8]1[CH2:14][CH2:13][C:12]2[C:15]([S:20][CH2:21][C:22]3[CH:23]=[CH:24][C:25]([CH2:28][OH:29])=[CH:26][CH:27]=3)=[C:16]([Cl:19])[CH:17]=[CH:18][C:11]=2[CH2:10][CH2:9]1)=[O:7])([CH3:4])([CH3:2])[CH3:3]. Reported procedure: To a solution of 3-tert-butoxycarbonyl-6-(4-carboxybenzylthio)-7-chloro-2,3,4,5-tetrahydro-1H-benzo[d]azepine (1.85 g, 50% purity, 2.06 mmol) in anhydrous THF (40 mL) under nitrogen, add with stirring 1M borane in THF (4.2 mL) at 0° C. Warm to ambient temperature and stir 2-3 h. Quench by the careful addition of water (3 mL), dilute with saturated aqueous NaHCO3, extract three times with ethyl ether, dry over anhydrous MgSO4, and concentrate in vacuo. Purify by chromatography on silica gel eluti... Reactants: C(=O)(O)C1=CC=C(C=O)C=C1 (4-carboxybenzaldehyde), C1(=CC=CC=C1)S(=O)(=O)N (benzenesulfonamide), CC=1C=CC(=CC1)S(=O)(=O)O (TsOH). Solvent: C1(=CC=CC=C1)C (toluene). The product is C(=O)(O)C1=CC=C(C=NS(=O)(=O)C2=CC=CC=C2)C=C1 (N-(4-Carboxybenzylidene)benzenesulfonamide). As a reaction SMILES: [C:1]([C:4]1[CH:11]=[CH:10][C:7]([CH:8]=O)=[CH:6][CH:5]=1)([OH:3])=[O:2].[C:12]1([S:18]([NH2:21])(=[O:20])=[O:19])[CH:17]=[CH:16][CH:15]=[CH:14][CH:13]=1.CC1C=CC(S(O)(=O)=O)=CC=1>C1(C)C=CC=CC=1>[C:1]([C:4]1[CH:11]=[CH:10][C:7]([CH:8]=[N:21][S:18]([C:12]2[CH:17]=[CH:16][CH:15]=[CH:14][CH:13]=2)(=[O:20])=[O:19])=[CH:6][CH:5]=1)([OH:3])=[O:2]. Procedure details: In a manner similar to Example 2, 1.00 g (6.6 mmol) of 4-carboxybenzaldehyde, 1.05 g (6.6 mmol) of benzenesulfonamide and 20 mg of TsOH in 120 mL of toluene were heated for 2.5 hours to afford 1.82 g (90%) of SULF-2 as a white powder; IR (Nujol) 3400-2400 (br), 1680, 1605, 1283, 1160, 1083 cm-1 ; 1H NMR (DMSO-d6, TMS ext std)δ9 .17 (s, 1), 8.1-7.3 (m, 9). The reactants are O=C(CCCN1C(=NC2=C1C=CC=C2)NC2CCN(CC2)C(=O)OC(C)(C)C)C ((1-(4-oxopentyl)-1H-benzimidazol-2-yl)(1-(t-butoxycarbonyl)piperidin-4-yl)amine), I (hydriodic acid), ethylene ketal, ClCCl (dichloromethane). The solvent is O (water). Conditions: time 0.5 hour. Product: I.O=C(CCCN1C(=NC2=C1C=CC=C2)NC2CCNCC2)C ((1-(4-Oxopentyl)-1H-benzimidazol-2-yl)(piperidin-4-yl)amine Hydriodic Acid Salt). RXN SMILES: [O:1]=[C:2]([CH3:29])[CH2:3][CH2:4][CH2:5][N:6]1[C:10]2[CH:11]=[CH:12][CH:13]=[CH:14][C:9]=2[N:8]=[C:7]1[NH:15][CH:16]1[CH2:21][CH2:20][N:19](C(OC(C)(C)C)=O)[CH2:18][CH2:17]1.ClCCl.[IH:33]>O>[IH:33].[O:1]=[C:2]([CH3:29])[CH2:3][CH2:4][CH2:5][N:6]1[C:10]2[CH:11]=[CH:12][CH:13]=[CH:14][C:9]=2[N:8]=[C:7]1[NH:15][CH:16]1[CH2:17][CH2:18][NH:19][CH2:20][CH2:21]1 |f:4.5|. Reported procedure: Combine (1-(4-oxopentyl)-1H-benzimidazol-2-yl)(1-(t-butoxycarbonyl)piperidin-4-yl)amine, ethylene ketal (0.9 g, 2.0 mmol) and dichloromethane (20 mL). Cool in an ice bath and add hydriodic acid (0.53 mL, 57%, 4.05 mmol). Warm to ambient temperature. After 0.5 hours, add water (0.5 mL) and heat to reflux. After 18 hours, cool to ambient temperature and evaporate in vacuo to give the title compound. The reactants are O=C1CCC(=O)N1Br, CC1(O)C(O)C(CO)OC1n1cnc2c(N)ncnc21, CN(C)C=O. The product is CC1(O)C(O)C(CO)OC1n1c(Br)nc2c(N)ncnc21. As a reaction SMILES: [Br:21][N:22]1[C:23](=[O:24])[CH2:25][CH2:26][C:27]1=[O:28].[CH3:1][C:2]1([OH:20])[CH:3]([n:10]2[cH:11][n:12][c:13]3[c:14]([NH2:15])[n:16][cH:17][n:18][c:19]23)[O:4][CH:5]([CH2:8][OH:9])[CH:6]1[OH:7].[O:29]=[CH:30][N:31]([CH3:32])[CH3:33]>>[CH3:1][C:2]1([OH:20])[CH:3]([n:10]2[c:11]([Br:21])[n:12][c:13]3[c:14]([NH2:15])[n:16][cH:17][n:18][c:19]23)[O:4][CH:5]([CH2:8][OH:9])[CH:6]1[OH:7]. Starting materials: CC1([C@@H]([C@@H]1C#CC(=O)OC(C)(C)CC)C(=O)O[C@@H](C1=CC(=CC=C1)OC1=CC=CC=C1)C#N)C ((S)α-cyano-3-phenoxy-benzyl(1R,cis)2,2-dimethyl-3-[2-tert.-amyloxycarbonyl-ethynyl]-cyclopropane-carboxylate), N1=CC=CC2=CC=CC=C12 (quinoline). Reaction conditions: time 30 minute. Reported procedure: A mixture of 1.34 g of the product of Step A, 220 mg of 10% palladium hydroxide on barium sulfate, 20 ml of ethyl acetate and 0.25 ml of quinoline was hydrogenated for 30 minutes and was filtered. The filtrate was evaporated to dryness under reduced pressure and the residue was chromatographed over silica gel. Elution with a 9:1 cyclohexane-ethyl acetate mixture yielded 1.05 g of (S)α-cyano-3-phenoxy-benzyl(1R,cis)2,2-dimethyl-3-[Z-2-(tert.-amyloxycarbonyl)-ethenyl]cyclopropane-carboxylate with ... The product is CC1([C@@H]([C@@H]1\C=C/C(=O)OC(C)(C)CC)C(=O)O[C@@H](C1=CC(=CC=C1)OC1=CC=CC=C1)C#N)C ((S)α-cyano-3-phenoxy-benzyl(1R,cis)2,2-dimethyl-3-[Z-2-(tert.-amyloxycarbonyl)-ethenyl]cyclopropane-carboxylate). RXN SMILES: [CH3:1][C:2]1([CH3:34])[C@@H:4]([C:5]#[C:6][C:7]([O:9][C:10]([CH2:13][CH3:14])([CH3:12])[CH3:11])=[O:8])[C@H:3]1[C:15]([O:17][C@H:18]([C:32]#[N:33])[C:19]1[CH:24]=[CH:23][CH:22]=[C:21]([O:25][C:26]2[CH:31]=[CH:30][CH:29]=[CH:28][CH:27]=2)[CH:20]=1)=[O:16].N1C2C(=CC=CC=2)C=CC=1>[OH-].[Pd+2].[OH-].C(OCC)(=O)C>[CH3:34][C:2]1([CH3:1])[C@@H:4](/[CH:5]=[CH:6]\[C:7]([O:9][C:10]([CH2:13][CH3:14])([CH3:11])[CH3:12])=[O:8])[C@H:3]1[C:15]([O:17][C@H:18]([C:32]#[N:33])[C:19]1[CH:24]=[CH:23][CH:22]=[C:21]([O:25][C:26]2[CH:27]=[CH:28][CH:29]=[CH:30][CH:31]=2)[CH:20]=1)=[O:16] |f:2.3.4|. Reagents/catalysts: [OH-].[Pd+2].[OH-] (palladium hydroxide). The yield is 78.0%. Run in C(C)(=O)OCC (ethyl acetate). Reaction conditions: time 30 minute. Run in C1(=CC=CC=C1)C (toluene), C1CCOC1 (THF). Starting materials: [OH-].[Na+] (sodium hydroxide), C([O-])(O)=O.[Na+] (sodium bicarbonate), ethyl ester, material, [H-].C(C(C)C)[Al+]CC(C)C (diisobutylaluminum hydride), CC1=C(C(CCC1)(C)C)CCCCC=O (5-(2,6,6-trimethyl-1-cyclohexen-1-yl)pentanal), CCOC(=O)C(C)P(=O)(OCC)OCC (triethyl 2-phosphonopropionate), [H-].[Na+] (sodium hydride). Yield: 43.1%. Procedure: To a stirred solution of triethyl 2-phosphonopropionate (4.2 g) in THF (25 ml) under nitrogen is added sodium hydride (0.69 g of 60% dispersion in oil). After 30 minutes, 5-(2,6,6-trimethyl-1-cyclohexen-1-yl)pentanal (3.09 g) is added, and the mixture is stirred at reflux for16 hr. The reaction is cooled, poured into aqueous sodium bicarbonate, and extracted with ether. The extracts are concentrated and chromatographed with 30% dichloromethane in hexane to provide (2E)-2-methyl-7-(2,6,6-trimethy... Reaction SMILES: CC[O:3][C:4]([CH:6](P(OCC)(OCC)=O)[CH3:7])=O.[H-].[Na+].[CH3:18][C:19]1[CH2:24][CH2:23][CH2:22][C:21]([CH3:26])([CH3:25])[C:20]=1[CH2:27][CH2:28][CH2:29][CH2:30][CH:31]=O.C(=O)(O)[O-].[Na+].[H-].C([Al+]CC(C)C)C(C)C.[OH-].[Na+]>C1COCC1.C1(C)C=CC=CC=1>[CH3:7]/[C:6](=[CH:31]\[CH2:30][CH2:29][CH2:28][CH2:27][C:20]1[C:21]([CH3:25])([CH3:26])[CH2:22][CH2:23][CH2:24][C:19]=1[CH3:18])/[CH2:4][OH:3] |f:1.2,4.5,6.7,8.9|. The product is C/C(/CO)=C\CCCCC1=C(CCCC1(C)C)C ((2E)-2-methyl-7-(2,6,6-trimethyl-1-cyclohexen-1-yl)-2-heptenol). Reactants: CC(C)(C)OC(=O)NN, CC(=O)O[BH-](OC(C)=O)OC(C)=O, CC(=O)O, O=Cc1cc(Cl)ccc1O, ClCCl, [Na+]. The product is CC(C)(C)OC(=O)NNCc1cc(Cl)ccc1O. Reaction SMILES: [C:11]([CH3:12])([CH3:13])([CH3:14])[O:15][C:16]([NH:17][NH2:18])=[O:19].[C:24]([O:25][BH-:26]([O:27][C:28](=[O:29])[CH3:30])[O:31][C:32](=[O:33])[CH3:34])(=[O:35])[CH3:36].[CH3:20][C:21](=[O:22])[OH:23].[Cl:1][c:2]1[cH:3][cH:4][c:5]([OH:10])[c:6]([CH:7]=[O:8])[cH:9]1.[Cl:38][CH2:39][Cl:40].[Na+:37]>>[Cl:1][c:2]1[cH:3][cH:4][c:5]([OH:10])[c:6]([CH2:7][NH:18][NH:17][C:16]([O:15][C:11]([CH3:12])([CH3:13])[CH3:14])=[O:19])[cH:9]1.